From a dataset of the Open Reaction Database (ORD), a public repository of structured organic reaction records. describe an organic reaction: reactants, conditions, products, and yield Starting materials: [Br-], C[Mg+], CON(C)C(=O)c1ccc(-c2ccc(F)cn2)cc1, C1CCOC1. Product: CC(=O)c1ccc(-c2ccc(F)cn2)cc1. RXN SMILES: [Br-:1].[CH3:2][Mg+:3].[F:4][c:5]1[cH:6][cH:7][c:8](-[c:11]2[cH:12][cH:13][c:14]([C:15](=[O:16])[N:17]([O:18][CH3:19])[CH3:20])[cH:21][cH:22]2)[n:9][cH:10]1.[O:23]1[CH2:24][CH2:25][CH2:26][CH2:27]1>>[CH3:2][C:15]([c:14]1[cH:13][cH:12][c:11](-[c:8]2[cH:7][cH:6][c:5]([F:4])[cH:10][n:9]2)[cH:22][cH:21]1)=[O:16]. The reactants are [Cr](=O)(=O)([O-])Cl.[NH+]1=CC=CC=C1 (pyridinium chlorochromate), C(C)(C)C1=NC(=C(C(=C1CO)C1=CC=C(C=C1)F)C=NOC)C(C)C (2,6-Diisopropyl-4-(4-fluorophenyl)-3-hydroxymethyl-5-methoxyiminomethyl-pyridine). The product is C(C)(C)C1=NC(=C(C(=C1C=O)C1=CC=C(C=C1)F)C=NOC)C(C)C (2,6-Diisopropyl-4-(4-fluorophenyl)-5-methoxyiminomethylpyridine-3-carbaldehyde). Solvent: C(Cl)Cl (methylene chloride). Reported procedure: 0.62 g (6.2 mmol) of neutral alumina and 1.3 g (6.1 mmol) of pyridinium chlorochromate are added to a solution of 1.05 g (3.05 mmol) of the compound from Example 2 in 50 ml of methylene chloride and the mixture is stirred at room temperature for 1 hour. It is filtered through kieselguhr and then washed with 200 ml of methylene chloride. The methylene chloride phase is concentrated in vacuo and the residue is chromatographed on a column (100 g of silica gel, 70-230 mesh, diameter 3.5 cm) using et... As a reaction SMILES: [Cr](Cl)([O-])(=O)=O.[NH+]1C=CC=CC=1.[CH:12]([C:15]1[C:20]([CH2:21][OH:22])=[C:19]([C:23]2[CH:28]=[CH:27][C:26]([F:29])=[CH:25][CH:24]=2)[C:18]([CH:30]=[N:31][O:32][CH3:33])=[C:17]([CH:34]([CH3:36])[CH3:35])[N:16]=1)([CH3:14])[CH3:13]>C(Cl)Cl>[CH:12]([C:15]1[C:20]([CH:21]=[O:22])=[C:19]([C:23]2[CH:28]=[CH:27][C:26]([F:29])=[CH:25][CH:24]=2)[C:18]([CH:30]=[N:31][O:32][CH3:33])=[C:17]([CH:34]([CH3:36])[CH3:35])[N:16]=1)([CH3:14])[CH3:13] |f:0.1|. Run at time 1 hour. Starting materials: C(O)([O-])=O.[Na+] (sodium hydrogen carbonate), C(C)(C)(C)OC(C=C(CCCCCCC1=NC=2NCCCC2C=C1)OS(=O)(=O)C(F)(F)F)=O (9-(5,6,7,8-Tetrahydro-[1,8]naphthyridin-2-yl)-3-(trifluoromethane-sulfonyloxy)-non-2-enoic acid tert-butyl ester), palladium(tetrakis)-triphenylphosphine, S1C2=C(C=C1B(O)O)C=CC=C2 (benzo[b]thiophene-2-boronic acid), C([O-])([O-])=O.[K+].[K+] (potassium carbonate). The solvent is C1(=CC=CC=C1)C (toluene). Run at temperature 95 celsius. Product: C(C)(C)(C)OC(C=CCCCCCC)=O (non-2-enoic acid tert-butyl ester). Reaction SMILES: [C:1]([O:5][C:6](=[O:33])[CH:7]=[C:8](OS(C(F)(F)F)(=O)=O)[CH2:9][CH2:10][CH2:11][CH2:12][CH2:13][CH2:14]C1C=CC2CCCNC=2N=1)([CH3:4])([CH3:3])[CH3:2].S1C(B(O)O)=CC2C=CC=CC1=2.C(=O)([O-])[O-].[K+].[K+].C(=O)([O-])O.[Na+]>C1(C)C=CC=CC=1>[C:1]([O:5][C:6](=[O:33])[CH:7]=[CH:8][CH2:9][CH2:10][CH2:11][CH2:12][CH2:13][CH3:14])([CH3:4])([CH3:3])[CH3:2] |f:2.3.4,5.6|. Procedure: To a stirred solution of 9-(5,6,7,8-tetrahydro-[1,8]naphthyridin-2-yl)-3-(trifluoromethanesulfonyloxy)-non-2-enoic acid tert-butyl ester 29-6 (100 mg, 0.20 mmol) in toluene (2.5 mL) was added palladium(tetrakis)-triphenylphosphine (23 mg, 0.020 mmol), benzo[b]thiophene-2-boronic acid (50 mg, 0.41 mmol) and potassium carbonate (56 mg, 0.41 mmol). The resulting suspension was heated at 90-100° C. for 2 hours, and then was allowed to cool to ambient temperature. The reaction mixture was then poured...